describe an organic reaction: reactants, conditions, products, and yield From a dataset of the Open Reaction Database (ORD), a public repository of structured organic reaction records. Starting materials: Cl.Cl.NC1=C(C(=N)N)C(=CC=C1F)F (2-amino-3,6-difluorobenzamidine dihydrochloride), C1COC2(CCN(CC2)C(C2=CC=C(C=C2)C#N)=O)O1 (1-(4-cyanobenzoyl)-4-piperidone ethylene ketal). Product: Cl.C(#N)C1=CC=C(C(=O)N2CCC3(NC4=C(C=CC(=C4C(=N3)N)F)F)CC2)C=C1 (1-(4-Cyanobenzoyl)-5',8'-difluorospiro[piperidine-4,2'(1'H)-quinazoline]-4'-amine hydrochloride). RXN SMILES: [ClH:1].Cl.[NH2:3][C:4]1[C:12]([F:13])=[CH:11][CH:10]=[C:9]([F:14])[C:5]=1[C:6]([NH2:8])=[NH:7].C1O[C:18]2([CH2:23][CH2:22][N:21]([C:24](=[O:33])[C:25]3[CH:30]=[CH:29][C:28]([C:31]#[N:32])=[CH:27][CH:26]=3)[CH2:20][CH2:19]2)OC1>>[ClH:1].[C:31]([C:28]1[CH:27]=[CH:26][C:25]([C:24]([N:21]2[CH2:22][CH2:23][C:18]3([N:7]=[C:6]([NH2:8])[C:5]4[C:4](=[C:12]([F:13])[CH:11]=[CH:10][C:9]=4[F:14])[NH:3]3)[CH2:19][CH2:20]2)=[O:33])=[CH:30][CH:29]=1)#[N:32] |f:0.1.2,4.5|. Reported procedure: This was prepared with 2-amino-3,6-difluorobenzamidine dihydrochloride (Example G) and 1-(4-cyanobenzoyl)-4-piperidone ethylene ketal by the method of Example 1 to give the title compound as a yellow solid, m.p >270° C., MS (+CI) 382 ([M+H]+).